This data is from the Open Reaction Database (ORD), a public repository of structured organic reaction records. The task is: describe an organic reaction: reactants, conditions, products, and yield Run in C(C)(C)O.CN(C=O)C (isopropanol dimethylformamide). Procedure: using isopropyl 2-chloro-4-fluoro-5-{3-[2-(methoxycarbonyl)propenyl]ureido}-benzoate with sodium isopropylate in an isopropanol/dimethylformamide mixture there is obtained isopropyl 2-chloro-4-fluoro-5-[3,6-dihydro-5-methyl-2,6-dioxo-1(2H)-pyrimidinyl]-benzoate, m.p. 170°-173° C., Yields the product ClC1=C(C(=O)OC(C)C)C=C(C(=C1)F)N1C(NC=C(C1=O)C)=O (isopropyl 2-chloro-4-fluoro-5-[3,6-dihydro-5-methyl-2,6-dioxo-1(2H)-pyrimidinyl]-benzoate). RXN SMILES: [Cl:1][C:2]1[CH:13]=[C:12]([F:14])[C:11]([NH:15][C:16]([NH:18][CH:19]=[C:20]([C:22]([O:24]C)=O)[CH3:21])=[O:17])=[CH:10][C:3]=1[C:4]([O:6][CH:7]([CH3:9])[CH3:8])=[O:5].[Na]>C(O)(C)C.CN(C)C=O>[Cl:1][C:2]1[CH:13]=[C:12]([F:14])[C:11]([N:15]2[C:22](=[O:24])[C:20]([CH3:21])=[CH:19][NH:18][C:16]2=[O:17])=[CH:10][C:3]=1[C:4]([O:6][CH:7]([CH3:9])[CH3:8])=[O:5] |f:2.3,^1:25|. Reactants: ClC1=C(C(=O)OC(C)C)C=C(C(=C1)F)NC(=O)NC=C(C)C(=O)OC (isopropyl 2-chloro-4-fluoro-5-{3-[2-(methoxycarbonyl)propenyl]ureido}-benzoate), [Na] (sodium). Starting materials: FC=1C(=C(C2=C(C(C=C(O2)C2=CC(=C(C=C2)NC(C(C)(C)C)=O)F)=O)C1NC(C(C)(C)C)=O)F)COS(=O)(=O)C (6,8-difluoro-2-(3-fluoro-4-pivaloylaminophenyl)-7-methanesulfonyloxymethyl-5-pivaloylamino-4H-1-benzopyran-4-one), CO (methanol). Yields the product FC=1C(=C(C2=C(C(C=C(O2)C2=CC(=C(C=C2)NC(C(C)(C)C)=O)F)=O)C1NC(C(C)(C)C)=O)F)COC (6,8-difluoro-2-(3-fluoro-4-pivaloylaminophenyl)-7-methoxymethyl-5-pivaloylamino-4H-1-benzopyran-4-one). Isolated yield 86.0%. Reaction SMILES: [F:1][C:2]1[C:3]([CH2:35][O:36]S(C)(=O)=O)=[C:4]([F:34])[C:5]2[O:10][C:9]([C:11]3[CH:16]=[CH:15][C:14]([NH:17][C:18](=[O:23])[C:19]([CH3:22])([CH3:21])[CH3:20])=[C:13]([F:24])[CH:12]=3)=[CH:8][C:7](=[O:25])[C:6]=2[C:26]=1[NH:27][C:28](=[O:33])[C:29]([CH3:32])([CH3:31])[CH3:30].[CH3:41]O>>[F:1][C:2]1[C:3]([CH2:35][O:36][CH3:41])=[C:4]([F:34])[C:5]2[O:10][C:9]([C:11]3[CH:16]=[CH:15][C:14]([NH:17][C:18](=[O:23])[C:19]([CH3:22])([CH3:21])[CH3:20])=[C:13]([F:24])[CH:12]=3)=[CH:8][C:7](=[O:25])[C:6]=2[C:26]=1[NH:27][C:28](=[O:33])[C:29]([CH3:32])([CH3:31])[CH3:30]. Procedure details: 800 mg (1.37 mmol) of 6,8-difluoro-2-(3-fluoro-4-pivaloylaminophenyl)-7-methanesulfonyloxymethyl-5-pivaloylamino-4H-1-benzopyran-4-one obtained in Example 120 (1) was dissolved in 200 mL of methanol and the solution was heated at reflux for 24 hours. The solvent was distilled off under reduced pressure, the residue was dissolved in chloroform, washed once with an aqueous saturated solution of sodium chloride and dried over anhydrous sodium sulfate. The solvent was distilled off under reduced pre...